Dataset: the Open Reaction Database (ORD), a public repository of structured organic reaction records. Task: describe an organic reaction: reactants, conditions, products, and yield Reactants: CC(C)(C)OC(=O)NC(Cc1ccccc1)C(=O)O, C=CCI, C1CCOC1, CC(=O)O, C1CCC(NC2CCCCC2)CC1, [KH], [Na+], [OH-]. The product is C=CCN(C(=O)OC(C)(C)C)C(Cc1ccccc1)C(=O)O. RXN SMILES: [C:1]([CH3:2])([CH3:3])([CH3:4])[O:5][C:6](=[O:7])[NH:8][CH:9]([CH2:10][c:11]1[cH:12][cH:13][cH:14][cH:15][cH:16]1)[C:17](=[O:18])[OH:19].[CH2:21]([CH:22]=[CH2:23])[I:24].[CH2:40]1[O:41][CH2:42][CH2:43][CH2:44]1.[CH3:45][C:46](=[O:47])[OH:48].[CH:27]1([NH:28][CH:29]2[CH2:30][CH2:31][CH2:32][CH2:33][CH2:34]2)[CH2:35][CH2:36][CH2:37][CH2:38][CH2:39]1.[KH:20].[Na+:26].[OH-:25]>>[C:1]([CH3:2])([CH3:3])([CH3:4])[O:5][C:6](=[O:7])[N:8]([CH:9]([CH2:10][c:11]1[cH:12][cH:13][cH:14][cH:15][cH:16]1)[C:17](=[O:18])[OH:19])[CH2:23][CH:22]=[CH2:21]. Starting materials: ClC1=CC=C(O1)CC1=CC=C(C=O)C=C1 (4-(5-chloro-furan-2-ylmethyl)-benzaldehyde), [BH4-].[Na+] (sodium borohydride), [N+](=O)([O-])C (nitromethane), C(C)(=O)[O-].[NH4+] (ammonium acetate). The solvent is O (Water), C(C)(=O)O (acetic acid). Conditions: temperature 100 celsius, time 3 hour. The product is ClC=1OC(=CC1)CC1=CC=C(C=C1)CC[N+](=O)[O-] (2-Chloro-5-(4-(2-nitro-ethyl)-benzyl)-furan). The yield is 65.9%. RXN SMILES: [Cl:1][C:2]1[O:6][C:5]([CH2:7][C:8]2[CH:15]=[CH:14][C:11]([CH:12]=O)=[CH:10][CH:9]=2)=[CH:4][CH:3]=1.[N+:16]([CH3:19])([O-:18])=[O:17].C([O-])(=O)C.[NH4+].[BH4-].[Na+]>O.C(O)(=O)C>[Cl:1][C:2]1[O:6][C:5]([CH2:7][C:8]2[CH:15]=[CH:14][C:11]([CH2:12][CH2:19][N+:16]([O-:18])=[O:17])=[CH:10][CH:9]=2)=[CH:4][CH:3]=1 |f:2.3,4.5|. Procedure details: To a mixture of 4-(5-chloro-furan-2-ylmethyl)-benzaldehyde (270 mg, 1.2 mmol) described in Manufacturing Example 62-1-4 and acetic acid (3 mL) were added nitromethane (500 μL, 9.3 mmol) and ammonium acetate (290 mg, 3.7 mmol) at room temperature, which was stirred for 3 hours at 100° C. The reaction mixture was cooled to room temperature, and extracted by addition of water and ethyl acetate. This organic layer was washed with saturated aqueous sodium chloride and dried over anhydrous magnesium s... The reactants are BrC1=CC=C(C=C1)C(CNS(=O)(=O)C)C (N-2-(4-Bromophenyl)propyl methanesulfonamide), C1(CCCC1)[Mg]Br (cyclopentyl magnesium bromide), tetrakis-(triphenylphosphine)palladium(0). The solvent is O1CCCC1 (tetrahydrofuran). Yields the product ethyl acetate hexanes, C1(CCCC1)C1=CC=C(C=C1)C(CNS(=O)(=O)C)C (N-2-(4-Cyclopentylphenyl)propyl methanesulfonamide). Yield: 13.0%. Reaction SMILES: Br[C:2]1[CH:7]=[CH:6][C:5]([CH:8]([CH3:15])[CH2:9][NH:10][S:11]([CH3:14])(=[O:13])=[O:12])=[CH:4][CH:3]=1.[CH:16]1([Mg]Br)[CH2:20][CH2:19][CH2:18][CH2:17]1>O1CCCC1>[CH:16]1([C:2]2[CH:7]=[CH:6][C:5]([CH:8]([CH3:15])[CH2:9][NH:10][S:11]([CH3:14])(=[O:13])=[O:12])=[CH:4][CH:3]=2)[CH2:20][CH2:19][CH2:18][CH2:17]1. Procedure: Condition 1: The product of Example 1, 0.50 g (1.71 mmol) was dissolved in anhydrous tetrahydrofuran (5 ml) under an atmosphere of nitrogen. To this was added tetrakis-(triphenylphosphine)palladium(0) (0.099 g, 0.086 mmol) followed by cyclopentyl magnesium bromide (2 M in diethyl ether, 2.14 ml, 4.28 mmol). The solution was heated to reflux for 16 hours. Upon cooling the reaction was partitioned between water and diethyl ether. The aqueous layer was back extracted with diethyl ether twice and th... Starting materials: O=C(c1ncc[nH]1)c1ncc[nH]1, ClCCl, CC(C)(O)C(N)c1ccc(F)c(F)c1. Yields the product CC1(C)OC(=O)NC1c1ccc(F)c(F)c1. As a reaction SMILES: [C:15](=[O:16])([c:17]1[nH:18][cH:19][cH:20][n:21]1)[c:22]1[nH:23][cH:24][cH:25][n:26]1.[Cl:27][CH2:28][Cl:29].[F:1][c:2]1[cH:3][c:4]([CH:9]([C:10]([CH3:11])([OH:12])[CH3:13])[NH2:14])[cH:5][cH:6][c:7]1[F:8]>>[F:1][c:2]1[cH:3][c:4]([CH:9]2[C:10]([CH3:11])([CH3:13])[O:12][C:15](=[O:16])[NH:14]2)[cH:5][cH:6][c:7]1[F:8]. Reactants: CN1CCOCC1 (N-methyl-morpholine), NCC1OC2=CC=CC=C2CC1 (2-aminomethyl-chromane), C(#N)C1OC2=CC=CC=C2CC1 (2-cyano-chromane), OC1=C(C=CC=C1)CCC=O (3-(2-hydroxy-phenyl)-propanal), [C-]#N.[K+] (KCN). Run in N1=CC=CC=C1 (pyridine), CN(C)C=O (DMF). The product is N1=CC(=CC=C1)CNCC1OC2=CC=CC=C2CC1 (N-(3-pyridylmethyl)-N-(2-chromanyl-methyl)-amine). RXN SMILES: [NH2:1][CH2:2][CH:3]1[CH2:12][CH2:11][C:10]2[C:5](=[CH:6][CH:7]=[CH:8][CH:9]=2)[O:4]1.O[C:14]1C=[CH:18][CH:17]=[CH:16][C:15]=1[CH2:20]CC=O.[C-]#N.[K+].C(C1CCC2C(=CC=CC=2)O1)#[N:28].CN1CCOCC1>CN(C=O)C.N1C=CC=CC=1>[N:28]1[CH:18]=[CH:17][CH:16]=[C:15]([CH2:20][NH:1][CH2:2][CH:3]2[CH2:12][CH2:11][C:10]3[C:5](=[CH:6][CH:7]=[CH:8][CH:9]=3)[O:4]2)[CH:14]=1 |f:2.3|. Procedure: A solution of 2.8 g 2-aminomethyl-chromane [obtainable by reacting 3-(2-hydroxy-phenyl)-propanal with KCN and subsequent catalytic reduction of the 2-cyano-chromane] and 2.2 g 3-chloromethyl)-pyridine in 250 ml of DMF are stirred together with 1 g N-methyl-morpholine for 12 hours at 20° and worked up in a conventional manner to give N-(3-pyridylmethyl)-N-(2-chromanyl-methyl)-amine. Stirring with 0.5 equivalents of maleic acid in 100 ml ethanol gives the maleate, m.p 163°-164°. The reactants are Cl (hydrochloric acid), C(C)OC1=NN(C=C1CCC(=O)OCC)CC=1C=NC(=CC1)OCC=1N=C(SC1)C1=CC=CC=C1 (ethyl 3-[3-ethoxy-1-[6-(2-phenyl-4-thiazolylmethoxy)-3-pyridylmethyl]-1H-pyrazol-4-yl]propionate), [OH-].[Na+] (sodium hydroxide), O1CCCC1 (tetrahydrofuran). The solvent is C(C)O (ethanol). Conditions: time 2 hour. The product is C(C)OC1=NN(C=C1CCC(=O)O)CC=1C=NC(=CC1)OCC=1N=C(SC1)C1=CC=CC=C1 (3-[3-ethoxy-1-[6-(2-phenyl-4-thiazolylmethoxy)-3-pyridylmethyl]-1H-pyrazol-4-yl]propionic acid). The yield is 92.1%. Reaction SMILES: [CH2:1]([O:3][C:4]1[C:8]([CH2:9][CH2:10][C:11]([O:13]CC)=[O:12])=[CH:7][N:6]([CH2:16][C:17]2[CH:18]=[N:19][C:20]([O:23][CH2:24][C:25]3[N:26]=[C:27]([C:30]4[CH:35]=[CH:34][CH:33]=[CH:32][CH:31]=4)[S:28][CH:29]=3)=[CH:21][CH:22]=2)[N:5]=1)[CH3:2].[OH-].[Na+].O1CCCC1.Cl>C(O)C>[CH2:1]([O:3][C:4]1[C:8]([CH2:9][CH2:10][C:11]([OH:13])=[O:12])=[CH:7][N:6]([CH2:16][C:17]2[CH:18]=[N:19][C:20]([O:23][CH2:24][C:25]3[N:26]=[C:27]([C:30]4[CH:35]=[CH:34][CH:33]=[CH:32][CH:31]=4)[S:28][CH:29]=3)=[CH:21][CH:22]=2)[N:5]=1)[CH3:2] |f:1.2|. Reported procedure: After a mixture of ethyl 3-[3-ethoxy-1-[6-(2-phenyl-4-thiazolylmethoxy)-3-pyridylmethyl]-1H-pyrazol-4-yl]propionate (655 mg), 1N aqueous sodium hydroxide solution (3 ml), tetrahydrofuran (6 ml) and ethanol (6 ml) was stirred at room temperature for 2 hours, 1 N hydrochloric acid (3 ml) was added to the mixture, and then the mixture was extracted with ethyl acetate. The ethyl acetate layer was washed with saturated aqueous sodium chloride solution, dried (MgSO4) and concentrated. The resulting co...